From a dataset of the Open Reaction Database (ORD), a public repository of structured organic reaction records. describe an organic reaction: reactants, conditions, products, and yield Starting materials: N1C(=CC2=CC=CC=C12)C(=O)N1CCC(CC1)C(=O)OCC (ethyl 1-(1H-indole-2-carbonyl)piperidine-4-carboxylate), [OH-].[Li+] (lithium hydroxide). Solvent: O (water), O (Water), C1CCOC1 (THF), O (H2O). Conditions: time 8 hour. The product is N1C(=CC2=CC=CC=C12)C(=O)N1CCC(CC1)C(=O)O (1-(1H-indole-2-carbonyl)piperidine-4-carboxylic acid). RXN SMILES: [NH:1]1[C:9]2[C:4](=[CH:5][CH:6]=[CH:7][CH:8]=2)[CH:3]=[C:2]1[C:10]([N:12]1[CH2:17][CH2:16][CH:15]([C:18]([O:20]CC)=[O:19])[CH2:14][CH2:13]1)=[O:11].[OH-].[Li+]>C1COCC1.O>[NH:1]1[C:9]2[C:4](=[CH:5][CH:6]=[CH:7][CH:8]=2)[CH:3]=[C:2]1[C:10]([N:12]1[CH2:17][CH2:16][CH:15]([C:18]([OH:20])=[O:19])[CH2:14][CH2:13]1)=[O:11] |f:1.2|. Procedure details: ethyl 1-(1H-indole-2-carbonyl)piperidine-4-carboxylate (3.0 g, 9.99 mmol) and lithium hydroxide, H2O (4.19 g, 100 mmol)) were dissolved in THF (Ratio: 1, Volume: 20 ml) and Water (Ratio: 2, Volume: 40.0 ml) and allowed to stir overnight at room temperature. The reaction was diluted with water, and extracted with diethyl ether. The aqueous layer was acidified using 2N HCl to pH ˜2. A fine, white suspension resulted. The aqueous layer was extracted with ethyl acetate twice. The combined ethyl acet... Starting materials: C(C=C)(=O)OCCN1C(=NC2=C1C=CC=C2)Cl (1-[2-(alloyloxy)ethyl]-2-chlorobenzimidazole), CN1CCNCCC1 (N-methylhomopiperazine), C(\C=C\C(=O)O)(=O)O (fumaric acid). Product: C(\C=C\C(=O)O)(=O)O.C(\C=C\C(=O)O)(=O)O.C(C=C)OCCN1C(=NC2=C1C=CC=C2)N2CCN(CCC2)C (1-[2-(allyloxy)ethyl]-2-(4-methyl-1-homopiperazinyl)benzimidazole difumarate). Isolated yield 63.4%. Reaction SMILES: [C:1]([O:5][CH2:6][CH2:7][N:8]1[C:12]2[CH:13]=[CH:14][CH:15]=[CH:16][C:11]=2[N:10]=[C:9]1Cl)(=O)[CH:2]=[CH2:3].[CH3:18][N:19]1[CH2:25][CH2:24][CH2:23][NH:22][CH2:21][CH2:20]1.[C:26]([OH:33])(=[O:32])/[CH:27]=[CH:28]/[C:29]([OH:31])=[O:30]>>[C:26]([OH:33])(=[O:32])/[CH:27]=[CH:28]/[C:29]([OH:31])=[O:30].[C:26]([OH:33])(=[O:32])/[CH:27]=[CH:28]/[C:29]([OH:31])=[O:30].[CH2:1]([O:5][CH2:6][CH2:7][N:8]1[C:12]2[CH:13]=[CH:14][CH:15]=[CH:16][C:11]=2[N:10]=[C:9]1[N:22]1[CH2:23][CH2:24][CH2:25][N:19]([CH3:18])[CH2:20][CH2:21]1)[CH:2]=[CH2:3] |f:3.4.5|. Procedure: In the same manner as described in Example 1 using 1-[2-(alloyloxy)ethyl]-2-chlorobenzimidazole (4.00 g), N-methylhomopiperazine (4.00 g) and fumaric acid (2.58 g), there are obtained crude crystals, which are recrystallized from ethyl acetate-ethanol to give 1-[2-(allyloxy)ethyl]-2-(4-methyl-1-homopiperazinyl)benzimidazole difumarate (3.85 g) as colorless needles, m.p. 144.5°-146.5° C. Reactants: FC1=C(C=CCCl)C=CC=C1 (2-fluoro-cinnamyl chloride), NC=1SC=2CCNCCC2N1 (2-amino-4,5,7,8-tetrahydro-6H-thiazolo-[5,4-d]azepine), CCOCC (ether). The solvent is C(Cl)(Cl)Cl (chloroform). The product is NC=1SC=2CCN(CCC2N1)CC=CC1=C(C=CC=C1)F (2-Amino-6-(3-(2-fluoro-phenyl)allyl)-4,5,7,8-tetrahydro-6H-thiazolo[5,4-d]azepine). Yield: 36.0%. As a reaction SMILES: [F:1][C:2]1[CH:11]=[CH:10][CH:9]=[CH:8][C:3]=1[CH:4]=[CH:5][CH2:6]Cl.[NH2:12][C:13]1[S:14][C:15]2[CH2:16][CH2:17][NH:18][CH2:19][CH2:20][C:21]=2[N:22]=1.CCOCC>C(Cl)(Cl)Cl>[NH2:12][C:13]1[S:14][C:15]2[CH2:16][CH2:17][N:18]([CH2:6][CH:5]=[CH:4][C:3]3[CH:8]=[CH:9][CH:10]=[CH:11][C:2]=3[F:1])[CH2:19][CH2:20][C:21]=2[N:22]=1. Reported procedure: Prepared from 2-fluoro-cinnamyl chloride and 2 equivalents of 2-amino-4,5,7,8-tetrahydro-6H-thiazolo-[5,4-d]azepine in chloroform. Yield: 36% of theory, Melting point: 96°-102° C. (ether). Starting materials: B(Br)(Br)Br (boron tribromide), CH2Cl3, C(Cl)Cl (CH2Cl2), CN([C@H]1[C@@H](CCCC1)NC(C1=CC(=C(C=C1)[N+](=O)[O-])OC)=O)C (trans-N-[2-(dimethylamino)cyclohexyl]-3-methoxy-4-nitrobenzamide). The solvent is C1=CC=CC=C1 (benzene). Run at time 8 hour. Product: CN([C@H]1[C@@H](CCCC1)NC(C1=CC(=C(C=C1)[N+](=O)[O-])O)=O)C (trans-N-[2-(Dimethylamino)cyclohexyl]-3-hydroxy-4-nitro-benzamide). RXN SMILES: B(Br)(Br)Br.C(Cl)Cl.[CH3:8][N:9]([CH3:30])[C@@H:10]1[CH2:15][CH2:14][CH2:13][CH2:12][C@H:11]1[NH:16][C:17](=[O:29])[C:18]1[CH:23]=[CH:22][C:21]([N+:24]([O-:26])=[O:25])=[C:20]([O:27]C)[CH:19]=1>C1C=CC=CC=1>[CH3:8][N:9]([CH3:30])[C@@H:10]1[CH2:15][CH2:14][CH2:13][CH2:12][C@H:11]1[NH:16][C:17](=[O:29])[C:18]1[CH:23]=[CH:22][C:21]([N+:24]([O-:26])=[O:25])=[C:20]([OH:27])[CH:19]=1. Reported procedure: A solution of boron tribromide (7.52 g.; 0.03 mole) in 20 ml. of CH2Cl2 was added to a solution of trans-N-[2-(dimethylamino)cyclohexyl]-3-methoxy-4-nitrobenzamide (1.93 g.; 0.006 mole) in 50 ml. of CH2Cl3 keeping the temperature at -50° to -70°. It was allowed to warm to room temperature and stirred overnight. The mixture was concentrated in vacuo at 30° to a small volume, ice-water was added followed by solid NaHCO3 to pH 8, then solid NaCl and extracted with ethyl acetate (5×100 ml). The extr... The reactants are O=C1Nc2c(Cl)cccc2C(c2ccccc2F)=NC1N1C(=O)c2ccccc2C1=O, CO, CC(C)OC(C)C, NN, C1CCOC1, O. Yields the product NC1N=C(c2ccccc2F)c2cccc(Cl)c2NC1=O. Reaction SMILES: [C:1]1(=[O:2])[N:5]([CH:6]2[C:7](=[O:25])[NH:8][c:9]3[c:10]([cH:20][cH:21][cH:22][c:23]3[Cl:24])[C:11]([c:13]3[c:14]([F:19])[cH:15][cH:16][cH:17][cH:18]3)=[N:12]2)[C:3](=[O:4])[c:26]2[cH:27][cH:28][cH:29][cH:30][c:31]21.[CH3:37][OH:38].[CH:42]([O:43][CH:44]([CH3:45])[CH3:46])([CH3:47])[CH3:48].[NH2:40][NH2:41].[O:32]1[CH2:33][CH2:34][CH2:35][CH2:36]1.[OH2:39]>>[NH2:5][CH:6]1[C:7](=[O:25])[NH:8][c:9]2[c:10]([cH:20][cH:21][cH:22][c:23]2[Cl:24])[C:11]([c:13]2[c:14]([F:19])[cH:15][cH:16][cH:17][cH:18]2)=[N:12]1.